This data is from the Open Reaction Database (ORD), a public repository of structured organic reaction records. The task is: describe an organic reaction: reactants, conditions, products, and yield The reactants are C1(=CC=CC=C1)P(O)=O (phenylphosphinic acid), C(C)B(CC)CC (triethylborane), OC(CCP(O)(=O)C1=CC=CC=C1)C ((3-hydroxy-butyl) phenylphosphinic acid), CC(C=C)O (but-3-en-2-ol), CO (methanol). Yields the product OC(CCOP(=O)(CCCCCCCCCCCC)C1=CC=CC=C1)C ((3-hydroxy-butyl)-phenyl Dodecylphosphinic Acid). As a reaction SMILES: [C:1]1(P(=O)O)[CH:6]=[CH:5][CH:4]=[CH:3][CH:2]=1.[CH3:10][CH:11]([OH:14])[CH:12]=[CH2:13].CO.[CH2:17](B(CC)CC)[CH3:18].O[CH:25]([CH3:37])[CH2:26][CH2:27][P:28]([C:31]1[CH:36]=[CH:35][CH:34]=[CH:33][CH:32]=1)(=[O:30])[OH:29]>>[OH:14][CH:11]([CH3:10])[CH2:12][CH2:13][O:29][P:28]([C:31]1[CH:36]=[CH:35][CH:34]=[CH:33][CH:32]=1)([CH2:27][CH2:26][CH2:25][CH2:37][CH2:17][CH2:18][CH2:2][CH2:3][CH2:4][CH2:5][CH2:6][CH3:1])=[O:30]. Reported procedure: The procedure as for Example 5 was repeated using 1.08 g (7.6 mmol) of phenylphosphinic acid, 0.45 g (6.2 mmol) of but-3-en-2-ol and at a temperature of minus 15° C. The reactants were added to 5 g (156 mmol) of methanol. 0.8 ml (0.8 mmol) of molar triethylborane was slowly added to the mix. The yield of product obtained was 84% and was identified by 1H and 31P NMR as (3-hydroxy-butyl) phenylphosphinic acid.